Dataset: the Open Reaction Database (ORD), a public repository of structured organic reaction records. Task: describe an organic reaction: reactants, conditions, products, and yield Conditions: temperature 90 celsius. Isolated yield 49.4%. Reaction SMILES: [F:1][C:2]1[CH:3]=[C:4]([CH2:13][CH2:14][C:15]([O:17][CH2:18][CH3:19])=[O:16])[CH:5]=[C:6]([C@H:9]([OH:12])[CH2:10]I)[C:7]=1[F:8].[CH2:20]1[C:28]2[C:23](=[CH:24][CH:25]=[CH:26][CH:27]=2)[CH2:22][CH:21]1[CH2:29][C:30]([NH2:33])([CH3:32])[CH3:31].C([O-])([O-])=O.[K+].[K+]>C(O)C>[CH2:22]1[C:23]2[C:28](=[CH:27][CH:26]=[CH:25][CH:24]=2)[CH2:20][CH:21]1[CH2:29][C:30]([NH:33][CH2:10][C@H:9]([C:6]1[CH:5]=[C:4]([CH2:13][CH2:14][C:15]([O:17][CH2:18][CH3:19])=[O:16])[CH:3]=[C:2]([F:1])[C:7]=1[F:8])[OH:12])([CH3:31])[CH3:32] |f:2.3.4|. The solvent is C(C)O (ethanol). The reactants are FC=1C=C(C=C(C1F)[C@@H](CI)O)CCC(=O)OCC (ethyl 3-{3,4-difluoro-5-[(1S)-1-hydroxy-2-iodoethyl]phenyl}propanoate), C1C(CC2=CC=CC=C12)CC(C)(C)N ([2-(2,3-dihydro-1H-inden-2-yl)-1,1-dimethylethyl]amine), C(=O)([O-])[O-].[K+].[K+] (K2CO3). Procedure: To a solution of ethyl 3-{3,4-difluoro-5-[(1S)-1-hydroxy-2-iodoethyl]phenyl}propanoate (0.550 g, 1.43 mmol) in ethanol (2.8 mL) was added [2-(2,3-dihydro-1H-inden-2-yl)-1,1-dimethylethyl]amine (0.273 g, 1.44 mmol) and K2CO3 (0.218 g, 1.58 mmol). The reaction was heated at 90° C. for 17 h. Upon cooling, the reaction was filtered and concentrated. Column chromatography (0-12% CH3OH:CH2Cl2) provided 0.315 g (49%) of the title compound: MS (ESI) 446.0 (M+H). The product is C1C(CC2=CC=CC=C12)CC(C)(C)NC[C@@H](O)C=1C=C(C=C(C1F)F)CCC(=O)OCC (Ethyl 3-[3-((1S)-2-{[2-(2,3-dihydro-1H-inden-2-yl)-1,1-dimethylethyl]amino}-1-hydroxyethyl)-4,5-difluorophenyl]propanoate). Reactants: Oc1ccc(Br)cc1, CO, C[O-], Cl, [Na+], O, O=C1OCc2ncccc21. Product: O=C(O)c1cccnc1COc1ccc(Br)cc1. As a reaction SMILES: [Br:1][c:2]1[cH:3][cH:4][c:5]([OH:8])[cH:6][cH:7]1.[CH3:23][OH:24].[CH3:9][O-:10].[ClH:22].[Na+:11].[OH2:25].[n:12]1[c:13]2[c:14]([cH:15][cH:16][cH:17]1)[C:18](=[O:21])[O:19][CH2:20]2>>[Br:1][c:2]1[cH:3][cH:4][c:5]([O:8][CH2:20][c:13]2[n:12][cH:17][cH:16][cH:15][c:14]2[C:18](=[O:19])[OH:21])[cH:6][cH:7]1. The reactants are C(C1=CC=CC=C1)NC1C(CN(C=C1)CC(N(C)C)=O)=O (4-benzylamino-3-oxo-1-(N,N-dimethylcarbamoylmethyl)pyridine), C[Sn](C)(C)N=[N+]=[N-] (trimethyltin azide), NC=1C(N(C=CC1NCC1=CC=CC=C1)CC(N(C)C)=O)=O (3-amino-4-benzylamino-1,2-dihydro-2-oxo-1-(N,N-dimethylcarbamoylmethyl)pyridin), C(CCCC)(=O)O (valeric acid), NC1=C(C(N(C=C1)CC(N(C)C)=O)=O)NCC1=CC=C(C=C1)C1=C(SC=C1)C1=NN=NN1 (4-amino-1,2-dihydro-2-oxo-3-(4-(2-(1H-5-tetrazolyl)-3-thienyl)benzylamino)-1-(N,N-dimethylcarbamoylmethyl)pyridine). Product: 4-Amino-1,2-dihydro-2-oxo-3-(N-4-(2-(1H-5-tetrazolyl)-3-thienyl)benzyl-N-valerylamino)-1-(N,N-dimethylcarbamoylmethyl)pyridine, N1N=NN=C1C=1SC=CC1N(C1(C=CN(C=C1)CC(N(C)C)=O)NC(CCCC)=O)CC1=CC=CC=C1 (4-(2-(1H-5-tetrazolyl)-3-thienylbenzylamino)-1-(N,N-dimethylcarbamoylmethyl)-4-valerylaminopyridine). RXN SMILES: C(O)(=O)CCCC.NC1C=CN(CC(=O)N(C)C)C(=O)C=1NCC1C=CC([C:30]2[CH:34]=[CH:33][S:32][C:31]=2[C:35]2[NH:39][N:38]=[N:37][N:36]=2)=CC=1.N[C:41]1[C:42](=[O:61])[N:43](CC(=O)N(C)C)[CH:44]=[CH:45][C:46]=1NCC1C=CC=CC=1.[CH2:62]([NH:69][CH:70]1[CH:75]=[CH:74][N:73]([CH2:76][C:77](=[O:81])[N:78]([CH3:80])[CH3:79])[CH2:72][C:71]1=O)[C:63]1[CH:68]=[CH:67][CH:66]=[CH:65][CH:64]=1.C[Sn](N=[N+]=[N-])(C)C>>[NH:36]1[C:35]([C:31]2[S:32][CH:33]=[CH:34][C:30]=2[N:69]([CH2:62][C:63]2[CH:68]=[CH:67][CH:66]=[CH:65][CH:64]=2)[C:70]2([NH:43][C:42](=[O:61])[CH2:41][CH2:46][CH2:45][CH3:44])[CH:75]=[CH:74][N:73]([CH2:76][C:77](=[O:81])[N:78]([CH3:80])[CH3:79])[CH:72]=[CH:71]2)=[N:39][N:38]=[N:37]1. Reported procedure: A mixture of 1.02 g of valeric acid, 4.50 g of 4-amino-1,2-dihydro-2-oxo-3-(4-(2-(1H-5-tetrazolyl)-3-thienyl)benzylamino)-1-(N,N-dimethylcarbamoylmethyl)pyridine [obtainable by reaction of 3-amino-4-benzylamino-1,2-dihydro-2-oxo-1-(N,N-dimethylcarbamoylmethyl)pyridin with IIa to give 4-benzylamino-3-oxo-1-(N,N-dimethylcarbamoylmethyl)pyridine, reaction with trimethyltin azide to give 4-benzylamino-1,2-dihydro-2-oxo-3-(4-(2-(1H-5-tetrazolyl)-3-thienyl)benzylamino)-1-(N,N-dimethylcarbamoylmethyl)p... Reactants: CC(C)(C)OC(=O)CCNCCCCc1c[nH]c2ccc(C#N)cc12, Cl, C1COCCO1. The product is N#Cc1ccc2[nH]cc(CCCCNCCC(=O)O)c2c1, Cl. RXN SMILES: [C:1](#[N:2])[c:3]1[cH:4][c:5]2[c:6]([CH2:12][CH2:13][CH2:14][CH2:15][NH:16][CH2:17][CH2:18][C:19](=[O:20])[O:21][C:22]([CH3:23])([CH3:24])[CH3:25])[cH:7][nH:8][c:9]2[cH:10][cH:11]1.[ClH:26].[O:27]1[CH2:28][CH2:29][O:30][CH2:31][CH2:32]1>>[C:1](#[N:2])[c:3]1[cH:4][c:5]2[c:6]([CH2:12][CH2:13][CH2:14][CH2:15][NH:16][CH2:17][CH2:18][C:19](=[O:20])[OH:21])[cH:7][nH:8][c:9]2[cH:10][cH:11]1.[ClH:26]. The reactants are C(C)(C)(C)OC(N[C@@H](CN1C(N(C=C(C1=O)NC(CCCCl)=O)CC1=C(C=CC=C1F)F)=O)C1=CC=CC=C1)=O ({(R)-2-[5-(4-chloro-butyrylamino)-3-(2,6-difluoro-benzyl)-2,6-dioxo-3,6-dihydro-2H-pyrimidin-1-yl]-1-phenyl-ethyl}-carbamic acid tert-butyl ester), C([O-])([O-])=O.[K+].[K+] (potassium carbonate). The solvent is CN(C)C=O (DMF), ClCCl (dichloromethane). Product: C(C)(C)(C)OC(N[C@@H](CN1C(N(C=C(C1=O)N1C(CCC1)=O)CC1=C(C=CC=C1F)F)=O)C1=CC=CC=C1)=O ({(R)-2-[3-(2,6-difluoro-benzyl)-2,6-dioxo-5-(2-oxo-pyrrolidin-1-yl)-3,6-dihydro-2H-pyrimidin-1-yl]-1-phenyl-ethyl}-carbamic acid tert-butyl ester). The yield is 88.9%. Reaction SMILES: [C:1]([O:5][C:6](=[O:40])[NH:7][C@H:8]([C:34]1[CH:39]=[CH:38][CH:37]=[CH:36][CH:35]=1)[CH2:9][N:10]1[C:15](=[O:16])[C:14]([NH:17][C:18](=[O:23])[CH2:19][CH2:20][CH2:21]Cl)=[CH:13][N:12]([CH2:24][C:25]2[C:30]([F:31])=[CH:29][CH:28]=[CH:27][C:26]=2[F:32])[C:11]1=[O:33])([CH3:4])([CH3:3])[CH3:2].C(=O)([O-])[O-].[K+].[K+]>CN(C=O)C.ClCCl>[C:1]([O:5][C:6](=[O:40])[NH:7][C@H:8]([C:34]1[CH:39]=[CH:38][CH:37]=[CH:36][CH:35]=1)[CH2:9][N:10]1[C:15](=[O:16])[C:14]([N:17]2[CH2:21][CH2:20][CH2:19][C:18]2=[O:23])=[CH:13][N:12]([CH2:24][C:25]2[C:30]([F:31])=[CH:29][CH:28]=[CH:27][C:26]=2[F:32])[C:11]1=[O:33])([CH3:4])([CH3:3])[CH3:2] |f:1.2.3|. Reported procedure: {(R)-2-[5-(4-chloro-butyrylamino)-3-(2,6-difluoro-benzyl)-2,6-dioxo-3,6-dihydro-2H-pyrimidin-1-yl]-1-phenyl-ethyl}-carbamic acid tert-butyl ester (30 mg, 0.052 mmol) and potassium carbonate (30 mg, 0.217 mmol) were dissolved at room temperature for 6 hrs in DMF (1 mL) with stirring. The solution was diluted with dichloromethane and washed with water to separate an organic layer. After concentration of the organic layer, the residue was purified using silica gel chromatography (eluent: dichlorome... Reactants: CCCCN1C(=O)NC(Cc2ccc(C(=O)O)cc2)C1=O, CO, O=S(Cl)Cl. Yields the product CCCCN1C(=O)NC(Cc2ccc(C(=O)OC)cc2)C1=O. Reaction SMILES: [CH2:1]([CH2:2][CH2:3][CH3:4])[N:5]1[C:6](=[O:21])[NH:7][CH:8]([CH2:11][c:12]2[cH:13][cH:14][c:15]([C:18](=[O:19])[OH:20])[cH:16][cH:17]2)[C:9]1=[O:10].[CH3:26][OH:27].[S:22]([Cl:23])([Cl:24])=[O:25]>>[CH2:1]([CH2:2][CH2:3][CH3:4])[N:5]1[C:6](=[O:21])[NH:7][CH:8]([CH2:11][c:12]2[cH:13][cH:14][c:15]([C:18](=[O:19])[O:20][CH3:26])[cH:16][cH:17]2)[C:9]1=[O:10]. Starting materials: CCOC(C)OC1(C#N)CC(C)=CCCC(C)=CCCC(C)=CC=C1C(C)C, CO, [Cl-], [Na+], Cc1ccc(S(=O)(=O)O)cc1. Product: CC1=CC=C(C(C)C)C(C#N)CC(C)=CCCC(C)=CCC1. As a reaction SMILES: [CH2:1]([O:2][CH:3]([O:4][C:7]1([C:27]#[N:28])[C:8]([CH:24]([CH3:25])[CH3:26])=[CH:9][CH:10]=[C:11]([CH3:23])[CH2:12][CH2:13][CH:14]=[C:15]([CH3:22])[CH2:16][CH2:17][CH:18]=[C:19]([CH3:21])[CH2:20]1)[CH3:5])[CH3:6].[CH3:42][OH:43].[Cl-:41].[Na+:40].[c:29]1([CH3:30])[cH:31][cH:32][c:33]([S:34]([OH:35])(=[O:36])=[O:37])[cH:38][cH:39]1>>[CH:7]1([C:27]#[N:28])[C:8]([CH:24]([CH3:25])[CH3:26])=[CH:9][CH:10]=[C:11]([CH3:23])[CH2:12][CH2:13][CH:14]=[C:15]([CH3:22])[CH2:16][CH2:17][CH:18]=[C:19]([CH3:21])[CH2:20]1. Starting materials: CC(=O)Nc1cccc(C(C)(C)O)c1CO, ClC(Cl)Cl. Yields the product CC(=O)Nc1cccc2c1C(=O)OC2(C)C. RXN SMILES: [CH3:1][C:2]([c:3]1[c:4]([CH2:13][OH:14])[c:5]([NH:9][C:10](=[O:11])[CH3:12])[cH:6][cH:7][cH:8]1)([CH3:15])[OH:16].[CH:17]([Cl:18])([Cl:19])[Cl:20]>>[CH3:1][C:2]1([CH3:15])[c:3]2[c:4]([c:5]([NH:9][C:10](=[O:11])[CH3:12])[cH:6][cH:7][cH:8]2)[C:13](=[O:14])[O:16]1. As a reaction SMILES: [CH2:1]([CH3:2])[O:3][C:4](=[O:5])[c:6]1[c:7]([CH3:22])[c:8](=[O:21])[n:9]([CH2:18][C:19]#[CH:20])[c:10](-[c:12]2[cH:13][cH:14][cH:15][cH:16][cH:17]2)[n:11]1.[CH2:28]1[O:29][CH2:30][CH2:31][CH2:32]1.[CH3:25][CH2:26][OH:27].[Na+:24].[OH-:23]>>[O:3]=[C:4]([OH:5])[c:6]1[c:7]([CH3:22])[c:8](=[O:21])[n:9]([CH2:18][C:19]#[CH:20])[c:10](-[c:12]2[cH:13][cH:14][cH:15][cH:16][cH:17]2)[n:11]1. Yields the product C#CCn1c(-c2ccccc2)nc(C(=O)O)c(C)c1=O. Starting materials: C#CCn1c(-c2ccccc2)nc(C(=O)OCC)c(C)c1=O, C1CCOC1, CCO, [Na+], [OH-]. Starting materials: C1(=CC=CC=C1)C(C)C=1C=C2C=CC(=CC2=CC1)O (6-(α-phenylethyl)-2-naphthol), S(O)(O)(=O)=O (sulfuric acid), C1=C(C=CC2=CC=CC=C12)O (2-naphthol), C=CC1=CC=CC=C1 (styrene). Product: C1(CCCCC1)C=1C=C2C=CC(=CC2=CC1)O (6-cyclohexyl-2-naphthol). As a reaction SMILES: [C:1]1([CH:7]([C:9]2[CH:10]=[C:11]3[C:16](=[CH:17][CH:18]=2)[CH:15]=[C:14]([OH:19])[CH:13]=[CH:12]3)[CH3:8])[CH:6]=[CH:5][CH:4]=CC=1.C1C2C(=CC=CC=2)C=CC=1O.C=CC1C=CC=CC=1.S(=O)(=O)(O)O>>[CH:7]1([C:9]2[CH:18]=[C:17]3[C:12](=[CH:11][CH:10]=2)[CH:13]=[C:14]([OH:19])[CH:15]=[CH:16]3)[CH2:8][CH2:4][CH2:5][CH2:6][CH2:1]1. Procedure: It is known that as a rule the alkylation of 2-naphthol with an olefin or alcohol in the presence of an inorganic acid or organic sulfonic acid principally gives a 6-alkylated 2-naphthol. J. Org. Che., 17 (1952), 243- 248 describes the preparation of 6-(α-phenylethyl)-2-naphthol by reacting 2-naphthol with styrene in the presence of sulfuric acid, the yield being 92 percent. J. Org. Chem., 16 (1951), 185-191 discloses that 6-cyclohexyl-2-naphthol is formed by reacting 2-naphthol with cyclohexano...